This data is from the Open Reaction Database (ORD), a public repository of structured organic reaction records. The task is: describe an organic reaction: reactants, conditions, products, and yield The reactants are Cl (HCl), CC1=C(N=C(O1)C=1C=C(C=CC1)C)CO[C@@H]1C[C@@H](CCC1)OCC1=C(C=CC=C1)B1OC(C(O1)(C)C)(C)C ((1S,3R)-5-methyl-4-{3-[2-(4,4,5,5-tetramethyl-[1,3,2]dioxaborolan-2-yl)benzyloxy]cyclohexyloxymethyl}-2-m-tolyloxazole). Run in C1CCOC1 (THF). Yields the product CC1=C(N=C(O1)C=1C=C(C=CC1)C)CO[C@@H]1C[C@@H](CCC1)OCC1=C(C=CC=C1)B(O)O ((1R,3S)-2-[3-(5-Methyl-2-m-tolyloxazol-4-ylmethoxy)cyclohexyloxymethyl]benzeneboronic acid). As a reaction SMILES: Cl.[CH3:2][C:3]1[O:7][C:6]([C:8]2[CH:9]=[C:10]([CH3:14])[CH:11]=[CH:12][CH:13]=2)=[N:5][C:4]=1[CH2:15][O:16][C@H:17]1[CH2:22][CH2:21][CH2:20][C@@H:19]([O:23][CH2:24][C:25]2[CH:30]=[CH:29][CH:28]=[CH:27][C:26]=2[B:31]2[O:35]C(C)(C)C(C)(C)[O:32]2)[CH2:18]1>C1COCC1>[CH3:2][C:3]1[O:7][C:6]([C:8]2[CH:9]=[C:10]([CH3:14])[CH:11]=[CH:12][CH:13]=2)=[N:5][C:4]=1[CH2:15][O:16][C@H:17]1[CH2:22][CH2:21][CH2:20][C@@H:19]([O:23][CH2:24][C:25]2[CH:30]=[CH:29][CH:28]=[CH:27][C:26]=2[B:31]([OH:32])[OH:35])[CH2:18]1. Procedure details: 1 ml of 1 N HCl is added to 300 mg of (1S,3R)-5-methyl-4-{3-[2-(4,4,5,5-tetramethyl-[1,3,2]dioxaborolan-2-yl)benzyloxy]cyclohexyloxymethyl}-2-m-tolyloxazole in 5 ml of THF, and the mixture is stirred at RT until the reaction has gone to completion. The solvent is removed under reduced pressure and the compound is purified by RP-HPLC. This gives (1R,3S)-2-[3-(5-methyl-2-m-tolyloxazol-4-ylmethoxy)cyclohexyloxymethyl]benzeneboronic acid as a colorless oil. C25H30BNO5 (435.33), MS (ESI): 436 (M+H+). Reactants: CC(=O)Cl, CN(C)c1ccncc1, CS(=O)(=O)c1ccc(-c2nc(C(F)(F)F)nc(Cl)c2-c2ccc(S(N)(=O)=O)cc2)cc1. RXN SMILES: [CH3:32][C:33]([Cl:34])=[O:35].[CH3:36][N:37]([c:38]1[cH:39][cH:40][n:41][cH:42][cH:43]1)[CH3:44].[Cl:1][c:2]1[n:3][c:4]([C:28]([F:29])([F:30])[F:31])[n:5][c:6](-[c:18]2[cH:19][cH:20][c:21]([S:24](=[O:25])(=[O:26])[CH3:27])[cH:22][cH:23]2)[c:7]1-[c:8]1[cH:9][cH:10][c:11]([S:14](=[O:15])(=[O:16])[NH2:17])[cH:12][cH:13]1>>[Cl:1][c:2]1[n:3][c:4]([C:28]([F:29])([F:30])[F:31])[n:5][c:6](-[c:18]2[cH:19][cH:20][c:21]([S:24](=[O:25])(=[O:26])[CH3:27])[cH:22][cH:23]2)[c:7]1-[c:8]1[cH:9][cH:10][c:11]([S:14](=[O:15])(=[O:16])[NH:17][C:33]([CH3:32])=[O:35])[cH:12][cH:13]1. Product: CC(=O)NS(=O)(=O)c1ccc(-c2c(Cl)nc(C(F)(F)F)nc2-c2ccc(S(C)(=O)=O)cc2)cc1. Reactants: C(CCC)[Li] (butyl lithium), C1(=CC=CC=C1)P(=O)(C1=CC=CC=C1)N=[N+]=[N-] (diphenyl phosphoryl azide), C(C)OC1=CC(=NC=C1)F (4-ethoxy-2-fluoropyridine), C(C)(C)(C)O (t-butanol), CCOCC (ether). The solvent is ClCCl (dichloromethane), CCCCCC (hexane), O1CCCC1 (tetrahydrofuran). Product: C(C)OC1=C(C(=NC=C1)F)NC(OC(C)(C)C)=O (t-Butyl N-(4-ethoxy-2-fluoro-3-pyridinyl)carbamate). As a reaction SMILES: [CH2:1]([O:3][C:4]1[CH:9]=[CH:8][N:7]=[C:6]([F:10])[CH:5]=1)[CH3:2].C([Li])CCC.CC[O:18][CH2:19]C.C1(P([N:35]=[N+]=[N-])(C2C=CC=CC=2)=O)C=CC=CC=1.[C:38]([OH:42])([CH3:41])([CH3:40])[CH3:39]>O1CCCC1.CCCCCC.ClCCl>[CH2:1]([O:3][C:4]1[CH:9]=[CH:8][N:7]=[C:6]([F:10])[C:5]=1[NH:35][C:19](=[O:18])[O:42][C:38]([CH3:41])([CH3:40])[CH3:39])[CH3:2]. Reported procedure: To a solution of 18.5 g (131 mmol) of 4-ethoxy-2-fluoropyridine in 300 mL of dry tetrahydrofuran at -78° C. was added slowly, with stirring and cooling to maintain the temperature below -65° C., 58 mL of 2.5M butyl lithium in hexane. The mixture was allowed to react for 1 hr and then the resulting slurry was poured into 1300 mL of ether containing excess powdered dry ice (carbon dioxide). The fine white precipitate that formed was collected by filtration and dried under reduced pressure for 90 m... Starting materials: CC1=C(N)C(=CC(=C1)C)C (2,4,6-Trimethylaniline), [Fe](Cl)Cl (iron(II) chloride), C(C=1C(C#N)=CC=CC1)#N (phthalonitrile). Solvent: C(C)O (ethanol). Conditions: time 1 hour. Product: C1(=C(C(=CC(=C1)C)C)N=C1NC(C2=CC=CC=C12)=NC1=C(C=C(C=C1C)C)C)C.[Fe+2] (Iron(II) 1,3-Bis(2-mesitylimino)isoindoline). Reaction SMILES: [C:1](#[N:10])[C:2]1[C:3](=[CH:6][CH:7]=[CH:8][CH:9]=1)[C:4]#[N:5].[CH3:11][C:12]1[CH:18]=[C:17]([CH3:19])[CH:16]=[C:15]([CH3:20])[C:13]=1[NH2:14].[Fe:21](Cl)Cl>C(O)C>[C:12]1([CH3:11])[CH:18]=[C:17]([CH3:19])[CH:16]=[C:15]([CH3:20])[C:13]=1[N:5]=[C:4]1[C:3]2[C:2](=[CH:9][CH:8]=[CH:7][CH:6]=2)[C:1](=[N:14][C:13]2[C:15]([CH3:20])=[CH:16][C:17]([CH3:19])=[CH:18][C:12]=2[CH3:11])[NH:10]1.[Fe+2:21] |f:4.5|. Procedure details: A 100-mL round-bottom flask equipped with a nitrogen inlet and an internal fritted-glass filter is charged with phthalonitrile (2.56 g, 20.0 mmol) and ethanol (50 mL). 2,4,6-Trimethylaniline (5.68 g, 42.0 mmol, 2.1 eq.) and iron(II) chloride (2.54 g, 20.0 mmol) are added to the flask, and the mixture is stirred at room temperature under nitrogen for 1 h.